This data is from the Open Reaction Database (ORD), a public repository of structured organic reaction records. The task is: describe an organic reaction: reactants, conditions, products, and yield The reactants are O=[N+]([O-])c1cc(F)cc([N+](=O)[O-])c1O, CN(C)C=O, O=S(Cl)Cl, c1ccccc1. Yields the product O=[N+]([O-])c1cc(F)cc([N+](=O)[O-])c1Cl. RXN SMILES: [F:10][c:11]1[cH:12][c:13]([N+:21](=[O:22])[O-:23])[c:14]([OH:20])[c:15]([N+:17](=[O:18])[O-:19])[cH:16]1.[O:1]=[CH:2][N:3]([CH3:4])[CH3:5].[S:6]([Cl:7])([Cl:8])=[O:9].[cH:24]1[cH:25][cH:26][cH:27][cH:28][cH:29]1>>[Cl:8][c:14]1[c:13]([N+:21](=[O:22])[O-:23])[cH:12][c:11]([F:10])[cH:16][c:15]1[N+:17](=[O:18])[O-:19]. The reactants are Cl (HCl), C(=O)(O)[O-].[Na+] (NaHCO3), C[O-].[Na+] (Sodium methoxide), COC(=O)C=1N=NC(=CC1Cl)Cl (4,6-dichloro-pyridazine-3-carboxylic acid methyl ester). Solvent: C1CCOC1 (THF), CCOC(=O)C (EtOAc). Conditions: temperature 0 celsius, time 8 hour. Product: COC(=O)C=1N=NC(=CC1OC)Cl (6-chloro-4-methoxy-pyridazine-3-carboxylic acid methyl ester). RXN SMILES: C[O-].[Na+].[CH3:4][O:5][C:6]([C:8]1[N:9]=[N:10][C:11]([Cl:15])=[CH:12][C:13]=1Cl)=[O:7].Cl.[C:17]([O-])(O)=[O:18].[Na+]>C1COCC1.CCOC(C)=O>[CH3:4][O:5][C:6]([C:8]1[N:9]=[N:10][C:11]([Cl:15])=[CH:12][C:13]=1[O:18][CH3:17])=[O:7] |f:0.1,4.5|. Procedure: Sodium methoxide (25 wt % I methanol, 1.1 mL) is added to a stirred solution of 4,6-dichloro-pyridazine-3-carboxylic acid methyl ester (1.03 g, 5 mmol) in THF (25 mL) cooled to 0° C. The reaction mixture is stirred at room temperature overnight and then poured into 1N HCl (8 mL). The resulting solution is then neutralized by saturated NaHCO3. EtOAc (20 mL) is added and the layers are separated. The aqueous layer is extracted twice with EtOAc (20 mL) and the combined extracts are washed with brin... Starting materials: CCOC(=O)C(CC(Cc1ccc(C(C)(C)C)cc1)C(C)C)NC(=O)OC(C)(C)C, CO, Cc1ccccc1, Cl. Product: CC(C)C(Cc1ccc(C(C)(C)C)cc1)CC(C=O)NC(=O)OC(C)(C)C. As a reaction SMILES: [CH2:1]([O:3][C:4](=[O:2])[CH:5]([CH2:6][CH:7]([CH:8]([CH3:9])[CH3:10])[CH2:11][c:12]1[cH:13][cH:14][c:15]([C:18]([CH3:19])([CH3:20])[CH3:21])[cH:16][cH:17]1)[NH:22][C:23](=[O:24])[O:25][C:26]([CH3:27])([CH3:28])[CH3:29])[CH3:30].[CH3:31][OH:32].[CH3:34][c:35]1[cH:36][cH:37][cH:38][cH:39][cH:40]1.[ClH:33]>>[O:3]=[CH:4][CH:5]([CH2:6][CH:7]([CH:8]([CH3:9])[CH3:10])[CH2:11][c:12]1[cH:13][cH:14][c:15]([C:18]([CH3:19])([CH3:20])[CH3:21])[cH:16][cH:17]1)[NH:22][C:23](=[O:24])[O:25][C:26]([CH3:27])([CH3:28])[CH3:29].